Task: describe an organic reaction: reactants, conditions, products, and yield. Dataset: the Open Reaction Database (ORD), a public repository of structured organic reaction records Starting materials: N(=O)[O-].[K+] (potassium nitrite), FC(C(CCCC1=C(C=CC=C1)C)=O)(F)F (1,1,1-trifluoro-5-(2-methylphenyl)-2-pentanone), C(C)(C)(C)O (tert-butanol), C(C)(=O)O (acetic acid), N(=O)[O-].[K+] (potassium nitrite). Run in O (water), O (water), O (water). Run at temperature 25 celsius, time 2.5 hour. Yields the product FC(C(C(CCC1=C(C=CC=C1)C)=NO)=O)(F)F (1,1,1-Trifluoro-5-(2-methylphenyl)-2,3-pentanedione 3-oxime). Yield: 98.0%. Reaction SMILES: [N:1]([O-:3])=O.[K+].[F:5][C:6]([F:20])([F:19])[C:7](=[O:18])[CH2:8][CH2:9][CH2:10][C:11]1[CH:16]=[CH:15][CH:14]=[CH:13][C:12]=1[CH3:17].C(O)(C)(C)C.C(O)(=O)C>O>[F:5][C:6]([F:19])([F:20])[C:7](=[O:18])[C:8](=[N:1][OH:3])[CH2:9][CH2:10][C:11]1[CH:16]=[CH:15][CH:14]=[CH:13][C:12]=1[CH3:17] |f:0.1|. Reported procedure: A solution of potassium nitrite (22.2 g, 0.26 mol) in water (total volume=7.4 mL) was added in one portion to a stirred solution of 1,1,1-trifluoro-5-(2-methylphenyl)-2-pentanone (20 g, 0.087 mol), tert-butanol (25 mL) and acetic acid (25 mL) at 25° C. The reaction mixture was stirred at 25° C. for 2.5 hr. Another solution of potassium nitrite (7.5 g, 0.088 mol) in water (2.5 mL) then was added. After stirring for 1.5 hr, the reaction mixture was poured into water. The resulting mixtutre was ext... Reactants: C1(CNCC=2C=CC=C3C=CN1C23)=O (3,4-Dihydro-2H-[1,4]diazepino [6,7,1-hi]indol-1-one), CN(C)C=O (DMF), O=P(Cl)(Cl)Cl (POCl3), CN(C)C=O (DMF). Run at time 15 minute. The product is O=C1CNCC=2C=CC(=C3C=CN1C23)C=O (1-Oxo-1,2,3,4-tetrahydro-[1,4]diazepino[6,7,1-hi]indole-7-carbaldehyde). Isolated yield 95.0%. RXN SMILES: O=P(Cl)(Cl)Cl.[C:6]1(=[O:19])[N:17]2[C:18]3[C:14]([CH:15]=[CH:16]2)=[CH:13][CH:12]=[CH:11][C:10]=3[CH2:9][NH:8][CH2:7]1.CN([CH:23]=[O:24])C>>[O:19]=[C:6]1[N:17]2[C:18]3[C:14]([CH:15]=[CH:16]2)=[C:13]([CH:23]=[O:24])[CH:12]=[CH:11][C:10]=3[CH2:9][NH:8][CH2:7]1. Procedure: POCl3 (16.37 g, 106.76 mmol) was slowly added to DMF (225 mL) at 0° C. The mixture was stirred for 15 minutes and then treated with a solution of 3,4-dihydro-2H-[1,4]diazepino[6,7,1-hi]indol-1-one (Example 42, 1.46 g, 7.85 mmol) in DMF (10 mL). The reaction mixture was warmed to rt and stirred for 17 h. After removing all solvent, the residue was taken up in H2O, made basic (pH 12-14) using 50% aqueous NaOH and extracted with EtOAc several times. The organic layer was dried over anhydrous MgSO4,... Starting materials: COc1ccc(Nc2ccnc(NC(C)C(C)(C)O)n2)cc1, O=C=Nc1ccccc1Cl, CC(Cl)Cl, ClCCl. The product is COc1ccc(N(C(=O)Nc2ccccc2Cl)c2ccnc(NC(C)C(C)(C)O)n2)cc1. As a reaction SMILES: [CH3:1][O:2][c:3]1[cH:4][cH:5][c:6]([NH:9][c:10]2[n:11][c:12]([NH:16][CH:17]([C:18]([CH3:19])([OH:20])[CH3:21])[CH3:22])[n:13][cH:14][cH:15]2)[cH:7][cH:8]1.[Cl:23][c:24]1[c:25]([N:30]=[C:31]=[O:32])[cH:26][cH:27][cH:28][cH:29]1.[Cl:33][CH:34]([Cl:35])[CH3:36].[Cl:37][CH2:38][Cl:39]>>[CH3:1][O:2][c:3]1[cH:4][cH:5][c:6]([N:9]([c:10]2[n:11][c:12]([NH:16][CH:17]([C:18]([CH3:19])([OH:20])[CH3:21])[CH3:22])[n:13][cH:14][cH:15]2)[C:31]([NH:30][c:25]2[c:24]([Cl:23])[cH:29][cH:28][cH:27][cH:26]2)=[O:32])[cH:7][cH:8]1. Starting materials: COC=C1C(NC(C2=CC=CC=C12)=O)=O (4-methoxymethylene-4H-isoquinoline-1,3-dione), N1(CCCC1)CCC=1C=C(C=CC1)N (3-(2-pyrrolidin-1-yl-ethyl)-phenylamine). Product: N1(CCCC1)CCC=1C=C(C=CC1)N\C=C\1/C(NC(C2=CC=CC=C12)=O)=O ((4Z)-4-({[3-(2-Pyrrolidin-1-ylethyl)phenyl]amino}methylene)isoquinoline-1,3(2H,4H)-dione). RXN SMILES: CO[CH:3]=[C:4]1[C:13]2[C:8](=[CH:9][CH:10]=[CH:11][CH:12]=2)[C:7](=[O:14])[NH:6][C:5]1=[O:15].[N:16]1([CH2:21][CH2:22][C:23]2[CH:24]=[C:25]([NH2:29])[CH:26]=[CH:27][CH:28]=2)[CH2:20][CH2:19][CH2:18][CH2:17]1>CN(C)C=O>[N:16]1([CH2:21][CH2:22][C:23]2[CH:24]=[C:25]([NH:29]/[CH:3]=[C:4]3\[C:5](=[O:15])[NH:6][C:7](=[O:14])[C:8]4[C:13]\3=[CH:12][CH:11]=[CH:10][CH:9]=4)[CH:26]=[CH:27][CH:28]=2)[CH2:20][CH2:19][CH2:18][CH2:17]1. Solvent: CN(C=O)C (N,N-dimethylformamide). Isolated yield 92.2%. Reported procedure: Prepared from a solution of 0.256 g (1.26 mmol) of 4-methoxymethylene-4H-isoquinoline-1,3-dione and 0.240 g (1.26 mmol) of 3-(2-pyrrolidin-1-yl-ethyl)-phenylamine in 4 mL of N,N-dimethylformamide (DMF) at 100° C. under N2 as described for example 21. After heating for 1 h, solvent is removed and the residue is filtered through Magnesol (20% MeOH in CHCl3). Solvent evaporation gave 0.420 g (92%) of a red glass: 1H NMR (DMSO-d6) δ 12.40 (d, 1H, J=9.0 Hz), 11.33 (s, 1H), 8.90 (d, 1H, J=9.0 Hz), 8.1... Reactants: ClC=1C=CC(=C2N3C(=NC21)N(CCC3)C3=C(C=C(C=C3Cl)Cl)Cl)C=O (9-chloro-1-(2,4,6-trichlorophenyl)-1,2,3,4-tetrahydropyrimido[1,2-a]benzimidazole-6-carbaldehyde), C(C)[Mg]Br (ethylmagnesium bromide). Run in O1CCCC1 (tetrahydrofuran), [Cl-].[NH4+] (ammonium chloride). Run at temperature 0 celsius, time 15 minute. The product is ClC1=CC=C(C=2N3C(=NC21)N(CCC3)C3=C(C=C(C=C3Cl)Cl)Cl)C(CC)O (1-[9-Chloro-1-(2,4,6-trichlorophenyl)-1,2,3,4-tetrahydropyrimido[1,2-a]benzimidazol-6-yl]propan-1-ol). Isolated yield 95.2%. Reaction SMILES: [Cl:1][C:2]1[CH:3]=[CH:4][C:5]([CH:24]=[O:25])=[C:6]2[C:10]=1[N:9]=[C:8]1[N:11]([C:15]3[C:20]([Cl:21])=[CH:19][C:18]([Cl:22])=[CH:17][C:16]=3[Cl:23])[CH2:12][CH2:13][CH2:14][N:7]21.[CH2:26]([Mg]Br)[CH3:27]>O1CCCC1.[Cl-].[NH4+]>[Cl:1][C:2]1[C:10]2[N:9]=[C:8]3[N:11]([C:15]4[C:20]([Cl:21])=[CH:19][C:18]([Cl:22])=[CH:17][C:16]=4[Cl:23])[CH2:12][CH2:13][CH2:14][N:7]3[C:6]=2[C:5]([CH:24]([OH:25])[CH2:26][CH3:27])=[CH:4][CH:3]=1 |f:3.4|. Procedure details: To a suspension of 9-chloro-1-(2,4,6-trichlorophenyl)-1,2,3,4-tetrahydropyrimido[1,2-a]benzimidazole-6-carbaldehyde (166 mg, 0.400 mmol) in tetrahydrofuran (5 mL) was added dropwise ethylmagnesium bromide (3 M solution in diethyl ether, 0.270 mL, 0.810 mmol) at 0° C., and the mixture was stirred at 0° C. for 15 min. The reaction mixture was diluted with aqueous saturated ammonium chloride, and extracted with ethyl acetate. The combined organic layer was washed with brine, dried over anhydrous so... The reactants are COc1ncc(Br)nc1Br, CCO, NN, O. Product: COc1ncc(Br)nc1NN. As a reaction SMILES: [Br:1][c:2]1[c:3]([O:9][CH3:10])[n:4][cH:5][c:6]([Br:8])[n:7]1.[CH3:14][CH2:15][OH:16].[NH2:12][NH2:13].[OH2:11]>>[c:2]1([NH:12][NH2:13])[c:3]([O:9][CH3:10])[n:4][cH:5][c:6]([Br:8])[n:7]1. Reactants: 2B, O1COC2=C1C=CC(=C2)O (1,3-benzodioxol-5-ol), O1CCC2=C1C=C(C=C2)O (2,3-dihydrobenzofuran-6-ol), C1(CC1)CCN1C(C(C2=CC=CC=C12)=O)=O (1-(2-cyclopropylethyl)-1H-indole-2,3-dione), BrC1=C2C(C(N(C2=CC=C1)CC1=NC=CC=C1)=O)=O (4-bromo-1-(pyridin-2-ylmethyl)-1H-indole-2,3-dione). Yields the product BrC1=C2C(C(N(C2=CC=C1)CC1=NC=CC=C1)=O)(C=1C(=CC2=C(CCO2)C1)O)O (4-bromo-3-hydroxy-3-(6-hydroxy-2,3-dihydro-1-benzofuran-5-yl)-1-(pyridin-2-ylmethyl)-1,3-dihydro-2H-indol-2-one). RXN SMILES: C1(CCN2C3C(=CC=CC=3)C(=O)C2=O)CC1.[Br:17][C:18]1[CH:26]=[CH:25][CH:24]=[C:23]2[C:19]=1[C:20](=[O:35])[C:21](=[O:34])[N:22]2[CH2:27][C:28]1[CH:33]=[CH:32][CH:31]=[CH:30][N:29]=1.O1C2C=CC(O)=CC=2OC1.[O:46]1[C:50]2[CH:51]=[C:52]([OH:55])[CH:53]=[CH:54][C:49]=2[CH2:48][CH2:47]1>>[Br:17][C:18]1[CH:26]=[CH:25][CH:24]=[C:23]2[C:19]=1[C:20]([OH:35])([C:53]1[C:52]([OH:55])=[CH:51][C:50]3[O:46][CH2:47][CH2:48][C:49]=3[CH:54]=1)[C:21](=[O:34])[N:22]2[CH2:27][C:28]1[CH:33]=[CH:32][CH:31]=[CH:30][N:29]=1. Procedure: Following the procedure as described in PREPARATION 2B, and making non-critical variations to replace 1-(2-cyclopropylethyl)-1H-indole-2,3-dione with 4-bromo-1-(pyridin-2-ylmethyl)-1H-indole-2,3-dione, and 1,3-benzodioxol-5-ol with 2,3-dihydrobenzofuran-6-ol, the title compound was obtained (91%) as a colorless solid: mp>225° C.; 1H NMR (300 MHz, DMSO-d6) δ 9.29 (s, 1H), 8.54 (d, 1H), 7.70 (dt, 1H); 7.61 (br, 1H), 7.32-7.26 (m, 2H), 7.07 (d, 1H), 7.00 (d, 1H), 6.72 (d, 1H), 6.60 (br, 1H), 6.02 (... The reactants are Cl.FC(CNC)(F)F (2,2,2-trifluoro-N-methylethanamine hydrochloride), ClC1=NC(=C(C(=C1C#N)C1=CC=C(C=C1)OCCO)C#N)SCC=1N=C(SC1)C1=CC=C(C=C1)Cl (2-Chloro-6-({(2-(4-chlorophenyl)-1,3-thiazol-4-yl)methyl}sulfanyl)-4-(4-(2-hydroxyethoxy)phenyl)pyridine-3,5-dicarbonitrile), Cl.C(C)NCC(F)(F)F (N-ethyl-2,2,2-trifluoroethanamine hydrochloride). Run in CN(C)C=O (DMF), CN(C)C=O (DMF), O.C1CCOC1 (water THF). Run at time 30 minute. Product: ClC1=CC=C(C=C1)C=1SC=C(N1)CSC1=NC(=C(C(=C1C#N)C1=CC=C(C=C1)OCCO)C#N)N(CC(F)(F)F)CC (2-({(2-(4-Chlorophenyl)-1,3-thiazol-4-yl)methyl}sulfanyl)-6-(ethyl(2,2,2-trifluoroethyl)amino)-4-(4-(2-hydroxyethoxy)phenyl)pyridine-3,5-dicarbonitrile). RXN SMILES: Cl.[CH2:2]([NH:4][CH2:5][C:6]([F:9])([F:8])[F:7])[CH3:3].Cl[C:11]1[C:16]([C:17]#[N:18])=[C:15]([C:19]2[CH:24]=[CH:23][C:22]([O:25][CH2:26][CH2:27][OH:28])=[CH:21][CH:20]=2)[C:14]([C:29]#[N:30])=[C:13]([S:31][CH2:32][C:33]2[N:34]=[C:35]([C:38]3[CH:43]=[CH:42][C:41]([Cl:44])=[CH:40][CH:39]=3)[S:36][CH:37]=2)[N:12]=1.Cl.FC(F)(F)CNC>CN(C=O)C.O.C1COCC1>[Cl:44][C:41]1[CH:40]=[CH:39][C:38]([C:35]2[S:36][CH:37]=[C:33]([CH2:32][S:31][C:13]3[C:14]([C:29]#[N:30])=[C:15]([C:19]4[CH:20]=[CH:21][C:22]([O:25][CH2:26][CH2:27][OH:28])=[CH:23][CH:24]=4)[C:16]([C:17]#[N:18])=[C:11]([N:4]([CH2:2][CH3:3])[CH2:5][C:6]([F:9])([F:8])[F:7])[N:12]=3)[N:34]=2)=[CH:43][CH:42]=1 |f:0.1,3.4,6.7|. Procedure details: 133 mg (0.81 mmol) of N-ethyl-2,2,2-trifluoroethanamine hydrochloride were dissolved in 2 ml of DMF, 130 mg Amberlyst A-21 were added and the mixture was stirred at RT for 30 min. The mixture was filtered off and added to 100 mg (0.14 mmol, purity about 74%) of 2-chloro-6-({(2-(4-chlorophenyl)-1,3-thiazol-4-yl)methyl}sulfanyl)-4-(4-(2-hydroxyethoxy)phenyl)pyridine-3,5-dicarbonitrile (Example 2A), and the solution was stirred at RT overnight. The mixture was then warmed to 60° C. and stirred at t...